Dataset: the Open Reaction Database (ORD), a public repository of structured organic reaction records. Task: describe an organic reaction: reactants, conditions, products, and yield Starting materials: 2,3'-dideoxy-3'(R)-hydroxymethyl uridine, N[C@@H]1C[C@@H](O[C@@H]([C@H]1O)CO)N1C(=O)NC(=O)C=C1 (1-(3-amino-2,3-dideoxy-β-D-glucopyranosyl)uracil), Nucleotides, [C@@H]1([C@H](O)[C@H](O)[C@@H](CO)O1)N1C(=O)NC(=O)C=C1 (Uridine). The solvent is Nucleosides. The product is OC[C@H]1C[C@@H](O[C@@H]1CO)N1C(=O)NC(=O)C=C1 (2',3'-dideoxy-3'(R)-hydroxymethyl uridine). As a reaction SMILES: [C@@H]1(N2C=CC(=O)NC2=O)O[C@H](CO)[C@@H](O)[C@H]1O.N[C@H:19]1[C@H:24]([OH:25])[C@@H:23]([CH2:26][OH:27])[O:22][C@@H:21]([N:28]2[CH:35]=[CH:34][C:32](=[O:33])[NH:31][C:29]2=[O:30])[CH2:20]1>>[OH:25][CH2:24][C@@H:19]1[C@@H:23]([CH2:26][OH:27])[O:22][C@@H:21]([N:28]2[CH:35]=[CH:34][C:32](=[O:33])[NH:31][C:29]2=[O:30])[CH2:20]1. Reported procedure: Med. Chem. Vol 22, 1979, 518-525 describes the synthesis of methyl 2,3-dideoxy-3-C-(hydroxymethyl)-β-D-erythropentofuranoside as well as the corresponding dibenzyl- and dibenzoyl derivative. The chloro derivative 5-0-benzoyl-3-C-[(benzoyloxy)methyl)]-2,3-dideoxy-D-erythro-pentafuranosyl chloride was coupled with 2-acetamido-6-chloropurine. The product was processed further to give the two anomers of 2-amino-9-[2,3-dideoxy-3-C-3-(hydroxymethyl)-D-erythro-pentofuranosyl]-9H-purine-6(1H)-thione whi... The reactants are C1CCOC1, COCCCN, O=C(Cl)Oc1ccccc1, Nc1cc(NC(=O)c2c(Cl)cccc2Cl)ccn1, c1ccncc1. Product: COCCCNC(=O)Nc1cc(NC(=O)c2c(Cl)cccc2Cl)ccn1. As a reaction SMILES: [CH2:41]1[O:42][CH2:43][CH2:44][CH2:45]1.[CH3:35][O:36][CH2:37][CH2:38][CH2:39][NH2:40].[Cl:25][C:26](=[O:27])[O:28][c:29]1[cH:30][cH:31][cH:32][cH:33][cH:34]1.[NH2:1][c:2]1[n:3][cH:4][cH:5][c:6]([NH:8][C:9]([c:10]2[c:11]([Cl:17])[cH:12][cH:13][cH:14][c:15]2[Cl:16])=[O:18])[cH:7]1.[cH:19]1[cH:20][cH:21][n:22][cH:23][cH:24]1>>[NH:1]([c:2]1[n:3][cH:4][cH:5][c:6]([NH:8][C:9]([c:10]2[c:11]([Cl:17])[cH:12][cH:13][cH:14][c:15]2[Cl:16])=[O:18])[cH:7]1)[C:26](=[O:27])[NH:40][CH2:39][CH2:38][CH2:37][O:36][CH3:35]. The reactants are Cl (Hydrochloric acid), ClC=1C(=C(N)C=CC1)C (3-chloro-2-methylaniline), cuprous cyanide, [C-]#N.[Na+] (Sodium cyanide), cuprous chloride, C([O-])([O-])=O.[Na+].[Na+] (sodium carbonate), diazonium hydrochloride, cuprous cyanide, N(=O)[O-].[Na+] (sodium nitrite), Cl (hydrochloride), cuprous chloride. The solvent is O (water), O (water), C1(=CC=CC=C1)C (toluene), O (water). Reaction conditions: temperature 0 celsius, time 2 hour. The product is ClC=1C(=C(C#N)C=CC1)C (3-Chloro-2-methylbenzonitrile). The yield is 52.8%. RXN SMILES: [C-:1]#[N:2].[Na+].Cl.[Cl:5][C:6]1[C:7]([CH3:13])=[C:8]([CH:10]=[CH:11][CH:12]=1)N.N([O-])=O.[Na+].C(=O)([O-])[O-].[Na+].[Na+]>O.C1(C)C=CC=CC=1>[Cl:5][C:6]1[C:7]([CH3:13])=[C:8]([CH:10]=[CH:11][CH:12]=1)[C:1]#[N:2] |f:0.1,4.5,6.7.8|. Procedure: Sodium cyanide (58 g, 1.18 mol) in 90 ml of water is added to cuprous chloride (44 g, 0.44 mol) in 180 ml of water while stirring mechanically in a 5 l. 3-necked flask. Evolution of heat results and the cuprous chloride dissolves. This is then cooled in an ice bath to 0° C. A milky suspension of cuprous cyanide results. To this is added 90 ml of toluene. 6 N Hydrochloric acid (125 ml) is added slowly to 3-chloro-2-methylaniline (50 g, 0.35 mol) in a 2 l. erlenmeyer flask, while cooling and swirl... The reactants are CC[O-], CC#N, F, O=C([O-])C(F)(C(=O)[O-])[N+](=O)[O-], CCOC(=O)C(C(=O)OCC)[N+](=O)[O-], [Na+]. Product: CCOC(=O)C(F)(C(=O)OCC)[N+](=O)[O-]. As a reaction SMILES: [CH3:16][CH2:17][O-:18].[CH3:31][C:32]#[N:33].[F:19].[F:20][C:21]([N+:22]([O-:23])=[O:24])([C:25]([O-:26])=[O:27])[C:28]([O-:29])=[O:30].[N+:1](=[O:2])([O-:3])[CH:4]([C:5](=[O:6])[O:7][CH2:8][CH3:9])[C:10](=[O:11])[O:12][CH2:13][CH3:14].[Na+:15]>>[N+:1](=[O:2])([O-:3])[C:4]([C:5](=[O:6])[O:7][CH2:8][CH3:9])([C:10](=[O:11])[O:12][CH2:13][CH3:14])[F:20]. Reactants: O1CCOC12CCNCC2 (1,4-dioxa-8-azaspiro[4.5]decane), C(=O)([O-])[O-].[K+].[K+] (K2CO3), C(C)#N (acetonitrile), ICCCCCCCC (iodooctane). Run in O (water). Reaction conditions: time 8 hour. The product is C(CCCCCCC)N1CCC2(OCCO2)CC1 (8-Octyl-1,4-dioxa-8-azaspiro[4.5]decane). Isolated yield 89.6%. As a reaction SMILES: [O:1]1[C:5]2([CH2:10][CH2:9][NH:8][CH2:7][CH2:6]2)[O:4][CH2:3][CH2:2]1.C([O-])([O-])=O.[K+].[K+].C(#N)C.I[CH2:21][CH2:22][CH2:23][CH2:24][CH2:25][CH2:26][CH2:27][CH3:28]>O>[CH2:21]([N:8]1[CH2:9][CH2:10][C:5]2([O:4][CH2:3][CH2:2][O:1]2)[CH2:6][CH2:7]1)[CH2:22][CH2:23][CH2:24][CH2:25][CH2:26][CH2:27][CH3:28] |f:1.2.3|. Reported procedure: To a mixture of 15 g (0.105 mol) of 1,4-dioxa-8-azaspiro[4.5]decane, 15.93 g (0.115 mol) of K2CO3, and 100 ml of acetonitrile is added dropwise 18.92 ml (0.105 mol) of iodooctane. The mixture is stirred overnight at room temperature and then at 65° C. for 2 hours. After cooling, the mixture was diluted with water and extracted with methylene chloride. The combined extracts are washed with brine, dried over Na2SO4, and concentrated in vacuo. The residue is triturated with ether and filtered. The ... Reactants: CCOP(=O)(Cc1cccc([N+](=O)[O-])c1)OCC, CO. Yields the product CCOP(=O)(Cc1cccc(N)c1)OCC. RXN SMILES: [CH2:1]([CH3:2])[O:3][P:4]([O:5][CH2:6][CH3:7])(=[O:8])[CH2:9][c:10]1[cH:11][c:12]([N+:16]([O-:17])=[O:18])[cH:13][cH:14][cH:15]1.[CH3:19][OH:20]>>[CH2:1]([CH3:2])[O:3][P:4]([O:5][CH2:6][CH3:7])(=[O:8])[CH2:9][c:10]1[cH:11][c:12]([NH2:16])[cH:13][cH:14][cH:15]1. The reactants are C(C)(C)(C)[Li] (t-butyllithium), solution, C[Li] (Methyllithium), solution, BrC1=CC2=C([C@]3(CCC(N[C@@H]3CC2)=O)C)C=C1 ((4aR)-(10bR)-8-bromo-10b-methyl-1,2,3,4,-4a,5,6,10b-octahydrobenzo[f]quinolin-3-one), CN(C=O)C (dimethylformamide), CN(C=O)C (dimethylformamide). Solvent: CCCCC (pentane), C(C)OCC (diethyl ether), C1CCOC1 (THF). Run at time 30 minute. Yields the product C(=O)C1=CC2=C([C@]3(CCC(N[C@@H]3CC2)=O)C)C=C1 ((4aR)-(10bR)-8-formyl-10b-methyl-1,2,3,4,4a,5,6,10b-octahydrobenzo[f]quinolin-3-one). RXN SMILES: C[Li].Br[C:4]1[CH:19]=[CH:18][C:7]2[C@:8]3([CH3:17])[C@@H:13]([CH2:14][CH2:15][C:6]=2[CH:5]=1)[NH:12][C:11](=[O:16])[CH2:10][CH2:9]3.C([Li])(C)(C)C.CN(C)[CH:27]=[O:28]>C(OCC)C.C1COCC1.CCCCC>[CH:27]([C:4]1[CH:19]=[CH:18][C:7]2[C@:8]3([CH3:17])[C@@H:13]([CH2:14][CH2:15][C:6]=2[CH:5]=1)[NH:12][C:11](=[O:16])[CH2:10][CH2:9]3)=[O:28]. Procedure details: Methyllithium (1.5 mL, 2.1 mmol of a 1.4M solution in diethyl ether) was added to (4aR)-(10bR)-8-bromo-10b-methyl-1,2,3,4,-4a,5,6,10b-octahydrobenzo[f]quinolin-3-one (0.500 g, 1.7 mmol) in 25 mL of anhydrous THF which had been cooled in a dry ice/isopropanol bath under nitrogen, and was stirred for 15 min before addition of t-butyllithium (2.0 mL, 3.4 mmol of a 1.7M solution in pentane). After 30 min, dimethylformamide (0.4 mL) was added, and the mixture was allowed to warm to 0°, and additional...